From a dataset of the Open Reaction Database (ORD), a public repository of structured organic reaction records. describe an organic reaction: reactants, conditions, products, and yield Starting materials: N(=O)[O-] (nitrite), NC1=NC=CC=C1 (aminopyridine), N(=O)[O-].[Na+] (sodium nitrite), S(O)(O)(=O)=O (sulfuric acid), Cl.[NH+]1=CC=CC=C1 (pyridinium hydrochloride), NC1=NC=C(C=C1C#N)C#N (2-amino-3,5-dicyanopyridine), ice water. The solvent is C(C)(=O)O (Acetic acid), C(C)(=O)O (Acetic acid), C(C)(=O)O (acetic acid). Run at temperature 0 celsius. Product: ClC1=NC=C(C=C1C#N)C#N (2-Chloro-3,5-dicyanopyridine). As a reaction SMILES: N([O-])=O.[Na+].S(=O)(=O)(O)O.[ClH:10].[NH+]1C=CC=CC=1.N[C:18]1[C:23]([C:24]#[N:25])=[CH:22][C:21]([C:26]#[N:27])=[CH:20][N:19]=1.N([O-])=O.NC1C=CC=CN=1>C(O)(=O)C>[Cl:10][C:18]1[C:23]([C:24]#[N:25])=[CH:22][C:21]([C:26]#[N:27])=[CH:20][N:19]=1 |f:0.1,3.4|. Procedure: Acetic acid (37 mL) was added over 10 min to sodium nitrite (13.4 g, 0.194 mol) with stirring. Concentrated sulfuric acid (12.3 mL) was added over 5 min to the resulting thick slurry which was then cooled to 0° C. In a separate flask, pyridinium hydrochloride (14.4 g, 0.125 mol) was added to a stirred mixture of 2-amino-3,5-dicyanopyridine (4.0 g, 27.75 mmol) in acetic acid (55 mL) and the resulting mixture was cooled to 0° C. to give a thick slurry. The nitrite slurry was added to the aminopyri... Starting materials: OC1=CC(=C(C(=C1C(C=CC1=CC=C(C=C1)OC)=O)OC)OC)OC (6-hydroxy-1-(4-methoxycinnamoyl)-2,3,4-Trimethoxy-benzene), II (iodine), ice. Solvent: CS(=O)C (dimethyl sulfoxide). The product is COC1=CC=C(C=2OC3=CC(=C(C(=C3C(C2)=O)OC)OC)OC)C=C1 (4′,5,6,7-Tetramethoxyflavone). Yield: 80.6%. Reaction SMILES: [OH:1][C:2]1[C:7]([C:8](=[O:19])[CH:9]=[CH:10][C:11]2[CH:16]=[CH:15][C:14]([O:17][CH3:18])=[CH:13][CH:12]=2)=[C:6]([O:20][CH3:21])[C:5]([O:22][CH3:23])=[C:4]([O:24][CH3:25])[CH:3]=1.II>CS(C)=O>[CH3:18][O:17][C:14]1[CH:13]=[CH:12][C:11]([C:10]2[O:1][C:2]3[C:7]([C:8](=[O:19])[CH:9]=2)=[C:6]([O:20][CH3:21])[C:5]([O:22][CH3:23])=[C:4]([O:24][CH3:25])[CH:3]=3)=[CH:16][CH:15]=1. Reported procedure: A solution of the chalcone 6 (1.72 g, 5 mmol) and iodine (catalytic amount) in dimethyl sulfoxide (6 mL) was refluxed for 30 min, and then the reaction mixture was poured onto crushed ice (50 g). The resulting precipitate was collected and washed with 5% sodium thiosulfate solution (30 mL) and water. Recrystallization from ethanol afforded the title flavone (1.38 g, 81%) as bright yellow crystals: 1H NMR (CDCl3, 200 M Hz) δ 7.81 (d, J=9.0 Hz, 2H), 6.98 (d, J=9.0 Hz, 2H), 6.79 (s 1H), 6.57 (s, 1H... The reactants are CO, CCOCC, Cc1ccc(NC(=O)c2cccc3c2oc2ccccc23)cc1Nc1ccnc(Cl)n1, Cl. Product: COc1nccc(Nc2cc(NC(=O)c3cccc4c3oc3ccccc34)ccc2C)n1. RXN SMILES: [CH3:32][OH:33].[CH3:35][CH2:36][O:37][CH2:38][CH3:39].[Cl:1][c:2]1[n:3][cH:4][cH:5][c:6]([NH:8][c:9]2[c:10]([CH3:31])[cH:11][cH:12][c:13]([NH:15][C:16](=[O:17])[c:18]3[cH:19][cH:20][cH:21][c:22]4[c:23]3[o:24][c:25]3[c:26]4[cH:27][cH:28][cH:29][cH:30]3)[cH:14]2)[n:7]1.[ClH:34]>>[c:2]1([O:33][CH3:32])[n:3][cH:4][cH:5][c:6]([NH:8][c:9]2[c:10]([CH3:31])[cH:11][cH:12][c:13]([NH:15][C:16](=[O:17])[c:18]3[cH:19][cH:20][cH:21][c:22]4[c:23]3[o:24][c:25]3[c:26]4[cH:27][cH:28][cH:29][cH:30]3)[cH:14]2)[n:7]1. Reactants: O=C(Cl)c1ccccc1, COC(=O)c1cc(Br)c(Oc2cc(C(C)C)c(OC)cc2C(=O)c2ccccc2)c(Br)c1, COC(=O)c1cc(Br)c(Oc2ccc(OC)c(C(C)C)c2)c(Br)c1, ClCCl, O. Product: COC(=O)c1cc(Br)c(Oc2cc(C(C)C)c(O)cc2C(=O)c2ccccc2)c(Br)c1. Reaction SMILES: [C:57]([Cl:58])(=[O:59])[c:60]1[cH:61][cH:62][cH:63][cH:64][cH:65]1.[CH3:1][O:2][C:3]([c:4]1[cH:5][c:6]([Br:31])[c:7]([O:11][c:12]2[c:13]([C:23]([c:24]3[cH:25][cH:26][cH:27][cH:28][cH:29]3)=[O:30])[cH:14][c:15]([O:21][CH3:22])[c:16]([CH:18]([CH3:19])[CH3:20])[cH:17]2)[c:8]([Br:10])[cH:9]1)=[O:32].[CH3:33][O:34][C:35](=[O:36])[c:37]1[cH:38][c:39]([Br:40])[c:41]([O:42][c:43]2[cH:44][cH:45][c:46]([O:47][CH3:48])[c:49]([CH:50]([CH3:51])[CH3:52])[cH:53]2)[c:54]([Br:55])[cH:56]1.[Cl:67][CH2:68][Cl:69].[OH2:66]>>[CH3:1][O:2][C:3]([c:4]1[cH:5][c:6]([Br:31])[c:7]([O:11][c:12]2[c:13]([C:23]([c:24]3[cH:25][cH:26][cH:27][cH:28][cH:29]3)=[O:30])[cH:14][c:15]([OH:21])[c:16]([CH:18]([CH3:19])[CH3:20])[cH:17]2)[c:8]([Br:10])[cH:9]1)=[O:32]. Reactants: FC1=C(CCl)C=C(C=C1)F (2,5-difluorobenzylchloride), CC(C)([O-])C.[K+] (potassium t-butoxide), C(C)(=O)N1CCC(CC1)(O)C#C (1-acetyl-4-ethynyl-4-hydroxypiperidine). The solvent is CN(C)C=O (DMF), CN(C)C=O (DMF). Run at temperature 10 celsius, time 15 minute. Product: C(C)(=O)N1CCC(CC1)(OCC1=C(C=CC(=C1)F)F)C#C (1-acetyl-4-ethynyl-4-(2,5-difluorophenylmethoxy)piperidine). Isolated yield 59.8%. RXN SMILES: CC(C)([O-])C.[K+].[C:7]([N:10]1[CH2:15][CH2:14][C:13]([C:17]#[CH:18])([OH:16])[CH2:12][CH2:11]1)(=[O:9])[CH3:8].[F:19][C:20]1[CH:27]=[CH:26][C:25]([F:28])=[CH:24][C:21]=1[CH2:22]Cl>CN(C=O)C>[C:7]([N:10]1[CH2:15][CH2:14][C:13]([C:17]#[CH:18])([O:16][CH2:22][C:21]2[CH:24]=[C:25]([F:28])[CH:26]=[CH:27][C:20]=2[F:19])[CH2:12][CH2:11]1)(=[O:9])[CH3:8] |f:0.1|. Procedure details: A solution of 7.04 g of potassium t-butoxide (62.9 mmole) in 20 ml of dry DMF was added dropwise to a chilled solution of 10 g of 1-acetyl-4-ethynyl-4-hydroxypiperidine (59.9 mmole) in 75 ml of dry DMF, at such a rate as to maintain the temperature at 10° C. The mixture was allowed to equilibrate at 10° C. for 15 min. after which time it was cooled to -20° C. To this solution was added 9.73 g of 2,5-difluorobenzylchloride (59.9 mmole) at such a rate as to maintain the temperature around -20° C. ... Reactants: C1CC(=O)N(C1=O)Br (NBS), FC1=CC(=C(COC2=CC(N(C(=C2)C)C=2C=C(C(=O)O)C=CC2C)=O)C=C1)CNC(=O)OC (3-[4-[(4-fluoro-2-{[(methoxycarbonyl)amino]methyl}benzyl)oxy]-6-methyl-2-oxopyridin-1(2H)-yl]-4-methylbenzoic acid). Solvent: C(Cl)Cl (DCM). Conditions: time 1.5 hour. Yields the product C(#N)C1=C(COC2=CC(N(C(=C2)C)C=2C=C(C(=O)OC)C=CC2C)=O)C=CC(=C1)F (methyl 3-[4-[(2-cyano-4-fluorobenzyl)oxy]-6-methyl-2-oxopyridin-1(2H)-yl]-4-methylbenzoate). RXN SMILES: [CH2:1]1C(=O)N(Br)C(=O)C1.[F:9][C:10]1[CH:35]=[CH:34][C:13]([CH2:14][O:15][C:16]2[CH:21]=[C:20]([CH3:22])[N:19]([C:23]3[CH:24]=[C:25]([CH:29]=[CH:30][C:31]=3[CH3:32])[C:26]([OH:28])=[O:27])[C:18](=[O:33])[CH:17]=2)=[C:12]([CH2:36][NH:37]C(OC)=O)[CH:11]=1>C(Cl)Cl>[C:36]([C:12]1[CH:11]=[C:10]([F:9])[CH:35]=[CH:34][C:13]=1[CH2:14][O:15][C:16]1[CH:21]=[C:20]([CH3:22])[N:19]([C:23]2[CH:24]=[C:25]([CH:29]=[CH:30][C:31]=2[CH3:32])[C:26]([O:28][CH3:1])=[O:27])[C:18](=[O:33])[CH:17]=1)#[N:37]. Reported procedure: NBS (0.69 g, 3.85 mmol) was added to a solution of 3-[4-[(4-fluoro-2-{[(methoxycarbonyl)amino]methyl}benzyl)oxy]-6-methyl-2-oxopyridin-1(2H)-yl]-4-methylbenzoic acid (from Step 4) (1.75 g, 3.85 mmol) in DCM (45 mL). After 1.5 h, solvent removed on rotary evaporator. Solid dissolved in EtOAc and hexane added, resulting in a solid precipitate. Solid filtered. Solid subsequently dissolved in DCM and washed with water. Organic layer dried over Na2SO4, filtered, and concentrated. Pale yellow solid dr... Starting materials: Cc1cc(C=O)cc(C)c1O, COc1ccc(OC)c(C(C)=O)c1. The product is COc1ccc(OC)c(C(=O)C=Cc2cc(C)c(O)c(C)c2)c1. RXN SMILES: [CH3:14][c:15]1[cH:16][c:17]([CH:18]=[O:19])[cH:20][c:21]([CH3:24])[c:22]1[OH:23].[CH3:1][O:2][c:3]1[c:4]([C:11]([CH3:12])=[O:13])[cH:5][c:6]([O:9][CH3:10])[cH:7][cH:8]1>>[CH3:1][O:2][c:3]1[c:4]([C:11]([CH:12]=[CH:18][c:17]2[cH:16][c:15]([CH3:14])[c:22]([OH:23])[c:21]([CH3:24])[cH:20]2)=[O:13])[cH:5][c:6]([O:9][CH3:10])[cH:7][cH:8]1. The reactants are [Cl-].[Al+3].[Cl-].[Cl-] (aluminum chloride), [H-].[Al+3].[Li+].[H-].[H-].[H-] (lithium aluminum hydride), N1(C=NC=C1)CC1=CC=C(C=C1)/C=C/C(=O)OCC (ethyl (E)-3-[4-(imidazol-1-ylmethyl)phenyl]acrylate). Solvent: C(C)OCC (diethyl ether), O1CCCC1 (tetrahydrofuran), O1CCCC1 (tetrahydrofuran). Run at time 30 minute. Yields the product N1(C=NC=C1)CC1=CC=C(C=C1)/C=C/CO ((E)-3-[4-(imidazol-1-ylmethyl)phenyl]allyl alcohol). Yield: 81.3%. Reaction SMILES: [Cl-].[Al+3].[Cl-].[Cl-].[H-].[Al+3].[Li+].[H-].[H-].[H-].[N:11]1([CH2:16][C:17]2[CH:22]=[CH:21][C:20](/[CH:23]=[CH:24]/[C:25](OCC)=[O:26])=[CH:19][CH:18]=2)[CH:15]=[CH:14][N:13]=[CH:12]1>C(OCC)C.O1CCCC1>[N:11]1([CH2:16][C:17]2[CH:22]=[CH:21][C:20](/[CH:23]=[CH:24]/[CH2:25][OH:26])=[CH:19][CH:18]=2)[CH:15]=[CH:14][N:13]=[CH:12]1 |f:0.1.2.3,4.5.6.7.8.9|. Reported procedure: In 36 ml of anhydrous diethyl ether was dissolved 1.6 g of anhydrous aluminum chloride, and to the resulting solution was added 1.3 g of lithium aluminum hydride in small portions with ice-cooling over 10 minutes. The resulting mixture was stirred at room temperature for 30 minutes, and to the solution thus obtained was added dropwise a solution of 5.9 g of ethyl (E)-3-[4-(imidazol-1-ylmethyl)phenyl]acrylate in 48 ml of anhydrous tetrahydrofuran with ice-cooling over 30 minutes, after which the ... Starting materials: [Cl-].[Zn+2].[Cl-] (zinc chloride), Grignard reagent, Mg, C(C)N(CCCCl)CC (3-diethylaminopropyl chloride). Solvent: O1CCCC1 (tetrahydrofuran), O1CCCC1 (tetrahydrofuran). Reaction conditions: time 24 hour. Product: C(C)N(CCC[Zn]CCCN(CC)CC)CC (Bis(3-diethylaminopropyl)zinc). As a reaction SMILES: [Cl-].[Zn+2:2].[Cl-].[CH2:4]([N:6]([CH2:11][CH3:12])[CH2:7][CH2:8][CH2:9]Cl)[CH3:5]>O1CCCC1>[CH2:4]([N:6]([CH2:11][CH3:12])[CH2:7][CH2:8][CH2:9][Zn:2][CH2:9][CH2:8][CH2:7][N:6]([CH2:11][CH3:12])[CH2:4][CH3:5])[CH3:5] |f:0.1.2|. Procedure: 6.8 g (0.05 mol) of zinc chloride in 100 ml of tetrahydrofuran are added at room temperature to a Grignard reagent prepared from 4.9 g (0.2 mol) of Mg and 19.4 g (0.16 mol) of 3-diethylaminopropyl chloride in 100 ml of tetrahydrofuran. When the reaction has ended, the mixture is stirred at room temperature for 24 hours and filtered, the solvent is removed and the residue is distilled in vacuo. Bis(3-diethylaminopropyl)zinc is obtained as a colourless liquid having a boiling point of 103° C./0.1 ...